From a dataset of the Open Reaction Database (ORD), a public repository of structured organic reaction records. describe an organic reaction: reactants, conditions, products, and yield The reactants are CSc1sc(C(=N)NC(=O)OC(C)(C)C)cc1S(=O)(=O)c1cncc(Br)c1, O=C([O-])[O-], CCOC(C)=O, Cc1ccccc1, Cc1ccccc1B(O)O, CCO, [Na+], [Na+], c1ccc(P(c2ccccc2)(c2ccccc2)[Pd](P(c2ccccc2)(c2ccccc2)c2ccccc2)(P(c2ccccc2)(c2ccccc2)c2ccccc2)P(c2ccccc2)(c2ccccc2)c2ccccc2)cc1. Yields the product CSc1sc(C(=N)NC(=O)OC(C)(C)C)cc1S(=O)(=O)c1cncc(-c2ccccc2C)c1. As a reaction SMILES: [C:1]([CH3:2])([CH3:3])([CH3:4])[O:5][C:6]([NH:7][C:8](=[NH:9])[c:10]1[s:11][c:12]([S:25][CH3:26])[c:13]([S:15](=[O:16])(=[O:17])[c:18]2[cH:19][n:20][cH:21][c:22]([Br:24])[cH:23]2)[cH:14]1)=[O:27].[C:38](=[O:39])([O-:40])[O-:41].[CH3:124][CH2:125][O:126][C:127]([CH3:128])=[O:129].[CH3:130][c:131]1[cH:132][cH:133][cH:134][cH:135][cH:136]1.[CH3:28][c:29]1[c:30]([B:35]([OH:36])[OH:37])[cH:31][cH:32][cH:33][cH:34]1.[CH3:44][CH2:45][OH:46].[Na+:42].[Na+:43].[cH:47]1[cH:48][cH:49][c:50]([P:51]([Pd:52]([P:53]([c:54]2[cH:55][cH:56][cH:57][cH:58][cH:59]2)([c:60]2[cH:61][cH:62][cH:63][cH:64][cH:65]2)[c:66]2[cH:67][cH:68][cH:69][cH:70][cH:71]2)([P:72]([c:73]2[cH:74][cH:75][cH:76][cH:77][cH:78]2)([c:79]2[cH:80][cH:81][cH:82][cH:83][cH:84]2)[c:85]2[cH:86][cH:87][cH:88][cH:89][cH:90]2)[P:91]([c:92]2[cH:93][cH:94][cH:95][cH:96][cH:97]2)([c:98]2[cH:99][cH:100][cH:101][cH:102][cH:103]2)[c:104]2[cH:105][cH:106][cH:107][cH:108][cH:109]2)([c:110]2[cH:111][cH:112][cH:113][cH:114][cH:115]2)[c:116]2[cH:117][cH:118][cH:119][cH:120][cH:121]2)[cH:122][cH:123]1>>[C:1]([CH3:2])([CH3:3])([CH3:4])[O:5][C:6]([NH:7][C:8](=[NH:9])[c:10]1[s:11][c:12]([S:25][CH3:26])[c:13]([S:15](=[O:16])(=[O:17])[c:18]2[cH:19][n:20][cH:21][c:22](-[c:30]3[c:29]([CH3:28])[cH:34][cH:33][cH:32][cH:31]3)[cH:23]2)[cH:14]1)=[O:27]. Reactants: C[O-].[Na+] (NaOMe), CO (MeOH), C(C)(C)(C)OC(=O)N1CC(C1)C(=O)NN (3-hydrazinocarbonyl-azetidine-1-carboxylic acid tert-butyl ester), C(#N)C1=NC=CC=C1 (2-cyano-pyridine). The solvent is C(C)OCCO (2-ethoxyethanol), C(C)(=O)O (acetic acid). Conditions: temperature 130 celsius, time 8 hour. The product is C(C)(C)(C)OC(=O)N1CC(C1)C1=NNC(=N1)C1=NC=CC=C1 (3-(5-pyridin-2-yl-1H-[1,2,4]triazol-3-yl)-azetidine-1-carboxylic acid tert-butyl ester). As a reaction SMILES: [C:1]([O:5][C:6]([N:8]1[CH2:11][CH:10]([C:12]([NH:14][NH2:15])=O)[CH2:9]1)=[O:7])([CH3:4])([CH3:3])[CH3:2].[C:16]([C:18]1[CH:23]=[CH:22][CH:21]=[CH:20][N:19]=1)#[N:17].C[O-].[Na+].CO>C(OCCO)C.C(O)(=O)C>[C:1]([O:5][C:6]([N:8]1[CH2:11][CH:10]([C:12]2[N:17]=[C:16]([C:18]3[CH:23]=[CH:22][CH:21]=[CH:20][N:19]=3)[NH:15][N:14]=2)[CH2:9]1)=[O:7])([CH3:4])([CH3:3])[CH3:2] |f:2.3|. Procedure details: 3-hydrazinocarbonyl-azetidine-1-carboxylic acid tert-butyl ester (2.74 g, 12.73 mmol) and 2-cyano-pyridine (1.45 g, 13.95 mmol) were dissolved in 2-ethoxyethanol (30 mL) and a 30 wt % solution of NaOMe in MeOH (1.19 mL, 6.38 mmol) was added. The resulting mixture was heated to 130° C. and stirred overnight. On cooling the mixture was neutralised by the addition of acetic acid and partitioned between EtOAc and saturated aqueous NaHCO3 solution. The organic phase was dried (Na2SO4) and concentrate... Reactants: OCC1=CC=C(C=C1)C1=CC=CC=2N1C=NC2 (5-(p-hydroxymethylphenyl)imidazo[1,5-a]pyridine). Reagents/catalysts: [O-2].[O-2].[Mn+4] (manganese dioxide), [O-2].[O-2].[Mn+4] (manganese dioxide). Solvent: C(Cl)Cl (methylene chloride). The product is C(=O)C1=CC=C(C=C1)C1=CC=CC=2N1C=NC2 (5-(p-formylphenyl)-imidazo[1,5-a]pyridine). As a reaction SMILES: [OH:1][CH2:2][C:3]1[CH:8]=[CH:7][C:6]([C:9]2[N:14]3[CH:15]=[N:16][CH:17]=[C:13]3[CH:12]=[CH:11][CH:10]=2)=[CH:5][CH:4]=1>C(Cl)Cl.[O-2].[O-2].[Mn+4]>[CH:2]([C:3]1[CH:4]=[CH:5][C:6]([C:9]2[N:14]3[CH:15]=[N:16][CH:17]=[C:13]3[CH:12]=[CH:11][CH:10]=2)=[CH:7][CH:8]=1)=[O:1] |f:2.3.4|. Procedure: A solution of 5-(p-hydroxymethylphenyl)imidazo[1,5-a]pyridine (0.52 g) in 10 ml of methylene chloride is refluxed with 5.2 g of activated manganese dioxide for 24 h. An additional 5.2 g of manganese dioxide is added and the reaction mixture is refluxed an additional 6 h, filtered, and the solvent is evaporated to yield 5-(p-formylphenyl)-imidazo[1,5-a]pyridine, m.p. 144°-146°. Starting materials: [H-].[H-].[H-].[H-].[Li+].[Al+3] (LiAlH4), CCOC(=O)C (EtOAc), C(=O)(O)[O-].[Na+] (NaHCO3), C(C1=CC=CC=C1)C1CCN(CC1)C(CNC(=O)NC1=CC(=NC=C1)C)=O (1-[2-(4-Benzyl-piperidin-1-yl)-2-oxo-ethyl]-3-(2-methyl-pyridin-4-yl)-urea). The solvent is C1CCOC1 (THF), CO (MeOH), C1CCOC1 (THF). The product is C(C1=CC=CC=C1)C1CCN(CC1)CCNC(=O)NC1=CC(=NC=C1)C (1-[2-(4-Benzyl-piperidin-1-yl)-ethyl]-3-(2-methyl-pyridin-4-yl)-urea). As a reaction SMILES: [CH2:1]([CH:8]1[CH2:13][CH2:12][N:11]([C:14](=O)[CH2:15][NH:16][C:17]([NH:19][C:20]2[CH:25]=[CH:24][N:23]=[C:22]([CH3:26])[CH:21]=2)=[O:18])[CH2:10][CH2:9]1)[C:2]1[CH:7]=[CH:6][CH:5]=[CH:4][CH:3]=1.[H-].[H-].[H-].[H-].[Li+].[Al+3].CCOC(C)=O.C([O-])(O)=O.[Na+]>C1COCC1.CO>[CH2:1]([CH:8]1[CH2:9][CH2:10][N:11]([CH2:14][CH2:15][NH:16][C:17]([NH:19][C:20]2[CH:25]=[CH:24][N:23]=[C:22]([CH3:26])[CH:21]=2)=[O:18])[CH2:12][CH2:13]1)[C:2]1[CH:7]=[CH:6][CH:5]=[CH:4][CH:3]=1 |f:1.2.3.4.5.6,8.9|. Procedure: The crude 1-[2-(4-benzyl-piperidin-1-yl)-2-oxo-ethyl]-3-(2-methyl-pyridin-4-yl)-urea (Example 39.1., 0.5 mmol) is dissolved in THF (5 mL) and added to a cooled (0° C.) suspension of LiAlH4 (100 mg, 2.5 mmol) in THF (20 mL). The mixture is warmed during 15 h to r.t. The reaction mixture is carefully added to EtOAc (100 mL) and MeOH (5 mL), and, subsequently, sat. aq. NaHCO3 (2 mL) are added. The mixture is filtered, the filtercake washed with MeOH (2×50 mL), and the filtrate is evaporated. The re... The reactants are BrC(C)CC (2-bromobutane), C([O-])([O-])=O.[Cs+].[Cs+] (cesium carbonate), OC1=CC=C(C=C1)C1=C(N=C(N(C1=O)CC1=CC=C(C=C1)C=1C(=CC=CC1)C#N)CCC)C (4′-{[5-(4-hydroxyphenyl)-4-methyl-6-oxo-2-propylpyrimidin-1(6H)-yl]methyl}biphenyl-2-carbonitrile). Run in CN(C=O)C (N,N-dimethylformamide), C(C)(=O)OCC (ethyl acetate). Run at temperature 80 celsius, time 2 hour. Product: C(C)(CC)OC1=CC=C(C=C1)C1=C(N=C(N(C1=O)CC1=CC=C(C=C1)C=1C(=CC=CC1)C#N)CCC)C (4′-{[5-(4-sec-butoxyphenyl)-4-methyl-6-oxo-2-propylpyrimidin-1(6H)-yl]methyl}biphenyl-2-carbonitrile). The yield is 89.0%. As a reaction SMILES: Br[CH:2]([CH2:4][CH3:5])[CH3:3].C(=O)([O-])[O-].[Cs+].[Cs+].[OH:12][C:13]1[CH:18]=[CH:17][C:16]([C:19]2[C:24](=[O:25])[N:23]([CH2:26][C:27]3[CH:32]=[CH:31][C:30]([C:33]4[C:34]([C:39]#[N:40])=[CH:35][CH:36]=[CH:37][CH:38]=4)=[CH:29][CH:28]=3)[C:22]([CH2:41][CH2:42][CH3:43])=[N:21][C:20]=2[CH3:44])=[CH:15][CH:14]=1>CN(C)C=O.C(OCC)(=O)C>[CH:2]([O:12][C:13]1[CH:14]=[CH:15][C:16]([C:19]2[C:24](=[O:25])[N:23]([CH2:26][C:27]3[CH:32]=[CH:31][C:30]([C:33]4[C:34]([C:39]#[N:40])=[CH:35][CH:36]=[CH:37][CH:38]=4)=[CH:29][CH:28]=3)[C:22]([CH2:41][CH2:42][CH3:43])=[N:21][C:20]=2[CH3:44])=[CH:17][CH:18]=1)([CH2:4][CH3:5])[CH3:3] |f:1.2.3|. Reported procedure: A mixture of 2-bromobutane (0.19 mL), cesium carbonate (1.7 g) and 4′-{[5-(4-hydroxyphenyl)-4-methyl-6-oxo-2-propylpyrimidin-1(6H)-yl]methyl}biphenyl-2-carbonitrile (0.5 g) in N,N-dimethylformamide (5 mL) was stirred for 2 hr at 80° C. The mixture was diluted with ethyl acetate, washed with 1 M hydrochloric acid, dried over sodium sulfate and concentrated. The residue was purified by silica gel column chromatography to give the title compound as a pale yellow oil (0.5 g, 89%). The reactants are CCc1cc(Br)c(CC)s1, [Li]CCCC, CCOCC, CN(C)C=O. Product: CCc1cc(C=O)c(CC)s1. RXN SMILES: [Br:1][c:2]1[c:3]([CH2:9][CH3:10])[s:4][c:5]([CH2:7][CH3:8])[cH:6]1.[CH3:11][CH2:12][CH2:13][CH2:14][Li:15].[CH3:21][CH2:22][O:23][CH2:24][CH3:25].[O:16]=[CH:17][N:18]([CH3:19])[CH3:20]>>[c:2]1([CH:17]=[O:16])[c:3]([CH2:9][CH3:10])[s:4][c:5]([CH2:7][CH3:8])[cH:6]1. The reactants are BrCCCCCCCCCCCCCCCCNC1=CC=C(C(=O)O)C=C1 (4-(16-bromohexadecylamino)benzoic acid), B(F)(F)F.CCOCC (boron trifluoride etherate), OCC(O)CO (glycerol), B(F)(F)F.CCOCC (boron trifluoride etherate). Yields the product BrCCCCCCCCCCCCCCCCNC1=CC=C(C(=O)OCC(CO)O)C=C1 (2,3-dihydroxypropyl 4-(16-bromohexadecylamino)benzoate). Reported procedure: A solution of 11.8 g. of 4-(16-bromohexadecylamino)benzoic acid, 1.00 g. of glycerol, and 5.35 ml. of boron trifluoride etherate in 200 ml. of toluene is stirred under reflux for 48 hours. The solution is treated with an additional 5.35 ml. of boron trifluoride etherate and refluxing for 120 hours. Dilution with water and methylene chloride followed by filtration affords 2,3-dihydroxypropyl 4-(16-bromohexadecylamino)benzoate as a white solid. RXN SMILES: [Br:1][CH2:2][CH2:3][CH2:4][CH2:5][CH2:6][CH2:7][CH2:8][CH2:9][CH2:10][CH2:11][CH2:12][CH2:13][CH2:14][CH2:15][CH2:16][CH2:17][NH:18][C:19]1[CH:27]=[CH:26][C:22]([C:23]([OH:25])=[O:24])=[CH:21][CH:20]=1.[OH:28][CH2:29][CH:30]([CH2:32]O)[OH:31].B(F)(F)F.CCOCC>C1(C)C=CC=CC=1>[Br:1][CH2:2][CH2:3][CH2:4][CH2:5][CH2:6][CH2:7][CH2:8][CH2:9][CH2:10][CH2:11][CH2:12][CH2:13][CH2:14][CH2:15][CH2:16][CH2:17][NH:18][C:19]1[CH:20]=[CH:21][C:22]([C:23]([O:25][CH2:32][CH:30]([OH:31])[CH2:29][OH:28])=[O:24])=[CH:26][CH:27]=1 |f:2.3|. The solvent is C1(=CC=CC=C1)C (toluene). Reactants: CI (methyl iodide), [H-].[Na+] (sodium hydride), CN(C=O)C (dimethylformamide), O=C1N(C2=NC(=NC=C2N1)C1=CC=CC=C1)CC(=O)N(CCC)CCC (7,8-dihydro-8-oxo-2-phenyl-N,N-dipropyl-9H-purin-9-acetamide). The solvent is C(Cl)(Cl)Cl (chloroform), O (water). Reaction conditions: temperature 0 celsius, time 1 hour. The product is CN1C(N(C2=NC(=NC=C12)C1=CC=CC=C1)CC(=O)N(CCC)CCC)=O (7,8-dihydro-7-methyl-8-oxo-2-phenyl-N,N-dipropyl-9H-purin-9-acetamide). As a reaction SMILES: [H-].[Na+].[CH3:3][N:4]([CH3:7])[CH:5]=[O:6].O=C1NC2[C:11](=[N:12][C:13]([C:18]3[CH:23]=[CH:22][CH:21]=[CH:20][CH:19]=3)=[N:14][CH:15]=2)[N:10]1[CH2:24][C:25]([N:27]([CH2:31][CH2:32][CH3:33])[CH2:28][CH2:29][CH3:30])=[O:26].CI>C(Cl)(Cl)Cl.O>[CH3:3][N:4]1[C:7]2[C:11](=[N:12][C:13]([C:18]3[CH:19]=[CH:20][CH:21]=[CH:22][CH:23]=3)=[N:14][CH:15]=2)[N:10]([CH2:24][C:25]([N:27]([CH2:31][CH2:32][CH3:33])[CH2:28][CH2:29][CH3:30])=[O:26])[C:5]1=[O:6] |f:0.1|. Procedure: To a mixture of about 60% sodium hydride (oily) (0.8 g) and dimethylformamide (50 ml) is added 7,8-dihydro-8-oxo-2-phenyl-N,N-dipropyl-9H-purin-9-acetamide (6 g) obtained in Example 79 in portions at 0-5° C., and the mixture is stirred at 0° C. for one hour. To the mixture is added dropwise methyl iodide (2.9 g) at the same temperature. After the addition, the mixture is stirred at room temperature for two hours. To the reaction mixture are added water and chloroform, and the chloroform layer is... The reactants are O (water), solid, O=C1CC(CN1CC1=CC=CC=C1)C(=O)NC1CC1 (5-oxo-1-(phenylmethyl)-N-cyclopropyl-3-pyrrolidinecarboxamide), [H-].[Al+3].[Li+].[H-].[H-].[H-] (lithium aluminum hydride), [OH-].[Na+] (sodium hydroxide), O (water). Solvent: O1CCCC1 (tetrahydrofuran). Run at time 18 hour. Yields the product C1(=CC=CC=C1)CN1CC(CC1)CNC1CC1 (1-(phenylmethyl)-N-cyclopropyl-3-pyrrolidinemethanamine). RXN SMILES: [H-].[Al+3].[Li+].[H-].[H-].[H-].O=[C:8]1[N:12]([CH2:13][C:14]2[CH:19]=[CH:18][CH:17]=[CH:16][CH:15]=2)[CH2:11][CH:10]([C:20]([NH:22][CH:23]2[CH2:25][CH2:24]2)=O)[CH2:9]1.O.[OH-].[Na+]>O1CCCC1>[C:14]1([CH2:13][N:12]2[CH2:8][CH2:9][CH:10]([CH2:20][NH:22][CH:23]3[CH2:25][CH2:24]3)[CH2:11]2)[CH:15]=[CH:16][CH:17]=[CH:18][CH:19]=1 |f:0.1.2.3.4.5,8.9|. Procedure details: To a suspension of 8.2 g (0.20 mole) of lithium aluminum hydride in 150 ml of dry tetrahydrofuran was added portionwise 18.0 g (70.0 mmole) of solid 5-oxo-1-(phenylmethyl)-N-cyclopropyl-3-pyrrolidinecarboxamide. When the addition was complete, the reaction mixture was stirred at room temperature for 18 hours and then at reflux for two hours. After cooling to room temperature, the mixture was treated dropwise, successively, with 8 ml of water, 8 ml of 15% aqueous sodium hydroxide and 24 ml of wat...